Task: describe an organic reaction: reactants, conditions, products, and yield. Dataset: the Open Reaction Database (ORD), a public repository of structured organic reaction records Starting materials: C1(CC1)C1=CC(=NC(=N1)S(=O)(=O)C)C(=O)O (6-cyclopropyl-2-(methylsulfonyl)pyrimidine-4-carboxylic acid), C(C)(=O)O (acetic acid), C[Si](C)(C)C=[N+]=[N-] (Trimethylsilyl diazomethane). Run in ClCCl (dichloromethane), CO (methanol). Conditions: temperature 0 celsius. Yields the product C1(CC1)C1=CC(=NC(=N1)S(=O)(=O)C)C(=O)OC (Methyl 6-cyclopropyl-2-(methylsulfonyl)pyrimidine-4-carboxylate). Reaction SMILES: [CH:1]1([C:4]2[N:9]=[C:8]([S:10]([CH3:13])(=[O:12])=[O:11])[N:7]=[C:6]([C:14]([OH:16])=[O:15])[CH:5]=2)[CH2:3][CH2:2]1.[CH3:17][Si](C=[N+]=[N-])(C)C.C(O)(=O)C>ClCCl.CO>[CH:1]1([C:4]2[N:9]=[C:8]([S:10]([CH3:13])(=[O:11])=[O:12])[N:7]=[C:6]([C:14]([O:16][CH3:17])=[O:15])[CH:5]=2)[CH2:2][CH2:3]1. Procedure: A suspension of 6-cyclopropyl-2-(methylsulfonyl)pyrimidine-4-carboxylic acid (200 mg, 0.82 mmol) in dichloromethane (2 mL) and methanol (0.5 mL) was cooled to 0° C. Trimethylsilyl diazomethane (2.0 M in diethyl ether, 1.0 mL, 2.0 mmol) was added dropwise as not to increase the internal temperature of the reaction. Upon complete addition the suspension became a yellow colored solution that was allowed to warm to RT and maintained for 1 h at that temperature. At this time, acetic acid was added dr... Reactants: COC(=O)c1ccccc1-c1ccc(CNC(=O)C2(NC(=O)OC(C)(C)C)CC2)cc1, CO, ClC(Cl)Cl, ClCCl, Cl. Yields the product COC(=O)c1ccccc1-c1ccc(CNC(=O)C2(N)CC2)cc1. Reaction SMILES: [C:1]([O:2][C:3](=[O:4])[NH:8][C:9]1([C:12](=[O:13])[NH:14][CH2:15][c:16]2[cH:17][cH:18][c:19](-[c:22]3[c:23]([C:28](=[O:29])[O:30][CH3:31])[cH:24][cH:25][cH:26][cH:27]3)[cH:20][cH:21]2)[CH2:10][CH2:11]1)([CH3:5])([CH3:6])[CH3:7].[CH3:36][OH:37].[CH:38]([Cl:39])([Cl:40])[Cl:41].[Cl:33][CH2:34][Cl:35].[ClH:32]>>[NH2:8][C:9]1([C:12](=[O:13])[NH:14][CH2:15][c:16]2[cH:17][cH:18][c:19](-[c:22]3[c:23]([C:28](=[O:29])[O:30][CH3:31])[cH:24][cH:25][cH:26][cH:27]3)[cH:20][cH:21]2)[CH2:10][CH2:11]1. Starting materials: CCCCn1cc(C(=O)C(F)(F)F)c2ccc(Cl)cc21, [Na+], [OH-], O. The product is CCCCn1cc(C(=O)O)c2ccc(Cl)cc21. Reaction SMILES: [CH2:1]([CH2:2][CH2:3][CH3:4])[n:5]1[cH:6][c:7]([C:15]([C:16]([F:17])([F:18])[F:19])=[O:20])[c:8]2[cH:9][cH:10][c:11]([Cl:14])[cH:12][c:13]12.[Na+:22].[OH-:21].[OH2:23]>>[CH2:1]([CH2:2][CH2:3][CH3:4])[n:5]1[cH:6][c:7]([C:15]([OH:20])=[O:21])[c:8]2[cH:9][cH:10][c:11]([Cl:14])[cH:12][c:13]12. Starting materials: CC(=O)OC(C)=O, Cc1c(C)c2c(c(C)c1O)C(=O)CC(COc1ccc([N+](=O)[O-])cc1)(CC(C)C)O2, c1ccncc1. Product: CC(=O)Oc1c(C)c(C)c2c(c1C)C(=O)CC(COc1ccc([N+](=O)[O-])cc1)(CC(C)C)O2. As a reaction SMILES: [CH3:31][C:32](=[O:33])[O:34][C:35](=[O:36])[CH3:37].[OH:1][c:2]1[c:3]([CH3:30])[c:4]2[c:9]([c:10]([CH3:13])[c:11]1[CH3:12])[O:8][C:7]([CH2:14][O:15][c:16]1[cH:17][cH:18][c:19]([N+:22](=[O:23])[O-:24])[cH:20][cH:21]1)([CH2:25][CH:26]([CH3:27])[CH3:28])[CH2:6][C:5]2=[O:29].[cH:38]1[cH:39][cH:40][n:41][cH:42][cH:43]1>>[O:1]([c:2]1[c:3]([CH3:30])[c:4]2[c:9]([c:10]([CH3:13])[c:11]1[CH3:12])[O:8][C:7]([CH2:14][O:15][c:16]1[cH:17][cH:18][c:19]([N+:22](=[O:23])[O-:24])[cH:20][cH:21]1)([CH2:25][CH:26]([CH3:27])[CH3:28])[CH2:6][C:5]2=[O:29])[C:32]([CH3:31])=[O:33]. The reactants are CCOC(=O)Cc1csc2cncn12, CC[O-], CCO, Cl, Cl, NO, [Na+]. Product: O=C(Cc1csc2cncn12)NO. Reaction SMILES: [CH2:1]([O:3][C:4](=[O:2])[CH2:6][c:7]1[n:8]2[c:9]([s:10][cH:11]1)[cH:12][n:13][cH:14]2)[CH3:5].[CH3:19][CH2:20][O-:21].[CH3:23][CH2:24][OH:25].[ClH:15].[ClH:22].[NH2:16][OH:17].[Na+:18]>>[O:3]=[C:4]([CH2:6][c:7]1[n:8]2[c:9]([s:10][cH:11]1)[cH:12][n:13][cH:14]2)[NH:16][OH:17]. Starting materials: BrC1=CC=C2C=NNC2=C1 (6-Bromo-1H-indazole), COC1=CC=C(C=C1)S(=O)(=O)Cl (4-methoxybenzene-1-sulfonyl chloride), 15b. The product is BrC1=CC=C2C=NN(C2=C1)S(=O)(=O)C1=CC=C(C=C1)OC (6-Bromo-1-((4-methoxyphenyl)sulfonyl)-1H-indazole). The yield is 87.9%. RXN SMILES: [Br:1][C:2]1[CH:10]=[C:9]2[C:5]([CH:6]=[N:7][NH:8]2)=[CH:4][CH:3]=1.[CH3:11][O:12][C:13]1[CH:18]=[CH:17][C:16]([S:19](Cl)(=[O:21])=[O:20])=[CH:15][CH:14]=1>>[Br:1][C:2]1[CH:10]=[C:9]2[C:5]([CH:6]=[N:7][N:8]2[S:19]([C:16]2[CH:15]=[CH:14][C:13]([O:12][CH3:11])=[CH:18][CH:17]=2)(=[O:21])=[O:20])=[CH:4][CH:3]=1. Reported procedure: 6-Bromo-1H-indazole (500 mg, 2.54 mmol) was treated with 4-methoxybenzene-1-sulfonyl chloride (576 mg, 2.79 mmol) according to the method described in Preparation 15b to give 820 mg (81% yield) of the title compound. Purity 92%.